This data is from the Open Reaction Database (ORD), a public repository of structured organic reaction records. The task is: describe an organic reaction: reactants, conditions, products, and yield The reactants are NC1=C(C=C(C=C1)N1CCN(CCC1)C(=O)OC(C)(C)C)NS(=O)(=O)C (N-{2-amino-5-(4-t-butyloxycarbonyl-1,4-diazepan-1-yl)-phenyl}methanesulfonamide), FC1=CC=C(C=C1)S(=O)(=O)Cl (4-fluorobenzenesulfonylchloride). Product: Cl.N1(CCNCCC1)C1=CC(=C(C=C1)NS(=O)(=O)C1=CC=C(C=C1)F)NS(=O)(=O)C (N-{4-(1,4-diazepan-1-yl)-2-[(methylsulfonyl)amino]phenyl}4-fluorobenzenesul-fonamide hydrochloride). As a reaction SMILES: [NH2:1][C:2]1[CH:7]=[CH:6][C:5]([N:8]2[CH2:14][CH2:13][CH2:12][N:11](C(OC(C)(C)C)=O)[CH2:10][CH2:9]2)=[CH:4][C:3]=1[NH:22][S:23]([CH3:26])(=[O:25])=[O:24].[F:27][C:28]1[CH:33]=[CH:32][C:31]([S:34]([Cl:37])(=[O:36])=[O:35])=[CH:30][CH:29]=1>>[ClH:37].[N:8]1([C:5]2[CH:6]=[CH:7][C:2]([NH:1][S:34]([C:31]3[CH:32]=[CH:33][C:28]([F:27])=[CH:29][CH:30]=3)(=[O:36])=[O:35])=[C:3]([NH:22][S:23]([CH3:26])(=[O:24])=[O:25])[CH:4]=2)[CH2:14][CH2:13][CH2:12][NH:11][CH2:10][CH2:9]1 |f:2.3|. Reported procedure: The compound was synthesized from N-{2-amino-5-(4-t-butyloxycarbonyl-1,4-diazepan-1-yl)-phenyl}methanesulfonamide and 4-fluorobenzenesulfonylchloride (89 mg, 0.455 mmol) to give before Boc-deprotection 170 mg of a purple solid. M+1 443.1 Calcd 443.11. The reactants are NCC1CN(CC1)C(CCCCC(C1=CC=C(C=C1)F)C1=CC=C(C=C1)F)=O (1-(3-aminomethyl-pyrrolidin-1-yl)-6,6-bis-(4-fluoro-phenyl)-hexan-1-one), C(C)(C)(C)C=1C=C(C(=O)O)C=C(C1OC)C(C)(C)C (3,5-di-tert-butyl-4-methoxy benzoic acid), C(CCl)Cl (EDC). Reagents/catalysts: CN(C)C=1C=CN=CC1 (DMAP). Solvent: C(Cl)Cl (CH2Cl2). Reaction conditions: time 8 hour. Product: FC1=CC=C(C=C1)C(CCCCC(=O)N1CC(CC1)CNC(C1=CC(=C(C(=C1)C(C)(C)C)OC)C(C)(C)C)=O)C1=CC=C(C=C1)F (N-{1-[6,6-bis-(4-fluorophenyl)-hexanoyl]-pyrrolidin-3-ylmethyl}-3,5-di-tert-butyl-4-methoxy-benzamide). Reaction SMILES: [NH2:1][CH2:2][CH:3]1[CH2:7][CH2:6][N:5]([C:8](=[O:28])[CH2:9][CH2:10][CH2:11][CH2:12][CH:13]([C:21]2[CH:26]=[CH:25][C:24]([F:27])=[CH:23][CH:22]=2)[C:14]2[CH:19]=[CH:18][C:17]([F:20])=[CH:16][CH:15]=2)[CH2:4]1.[C:29]([C:33]1[CH:34]=[C:35]([CH:39]=[C:40]([C:44]([CH3:47])([CH3:46])[CH3:45])[C:41]=1[O:42][CH3:43])[C:36](O)=[O:37])([CH3:32])([CH3:31])[CH3:30].C(Cl)CCl>C(Cl)Cl.CN(C1C=CN=CC=1)C>[F:20][C:17]1[CH:18]=[CH:19][C:14]([CH:13]([C:21]2[CH:26]=[CH:25][C:24]([F:27])=[CH:23][CH:22]=2)[CH2:12][CH2:11][CH2:10][CH2:9][C:8]([N:5]2[CH2:6][CH2:7][CH:3]([CH2:2][NH:1][C:36](=[O:37])[C:35]3[CH:39]=[C:40]([C:44]([CH3:45])([CH3:46])[CH3:47])[C:41]([O:42][CH3:43])=[C:33]([C:29]([CH3:32])([CH3:31])[CH3:30])[CH:34]=3)[CH2:4]2)=[O:28])=[CH:15][CH:16]=1. Procedure details: To a solution of 1-(3-aminomethyl-pyrrolidin-1-yl)-6,6-bis-(4-fluoro-phenyl)-hexan-1-one (0.49 g, 1.26 mmol) in dry CH2Cl2 (35 ml) was added 3,5-di-tert-butyl-4-methoxy benzoic acid (0.33 g, 1.26 mmol) under nitrogen. To the reaction was added EDC (0.48 g, 2.52 mmol) and DMAP (cat) and the reaction mixture stirred under nitrogen at room temperature overnight. The reaction was then concentrated under reduced pressure. The residue dissolved in ethyl acetate: water (10:1) (130 ml). The organic was ...